This data is from the Open Reaction Database (ORD), a public repository of structured organic reaction records. The task is: describe an organic reaction: reactants, conditions, products, and yield The reactants are N[C@@H](C)C(=O)N[C@@H](CO)C(=O)O (N-alanylserine), FC1=C(C(=C(C(=C1OC([C@H]1N(C[C@@H](C1)O)C(=O)OC(C)(C)C)=O)F)F)F)F (N-Boc-trans-4-hydroxy-L-proline Pentafluorophenyl ester), Cl (hydrochloric acid). Solvent: C(C)(C)O (isopropanol), CN(C=O)C (dimethylformamide). Conditions: temperature 20 celsius, time 24 hour. Product: Cl.O[C@@H]1C[C@H](NC1)C(=O)N[C@@H](C)C(=O)N[C@@H](CO)C(=O)O (N-(trans-4-hydroxy-L-prolinyl-alanyl)serine hydrochloride). Reaction SMILES: [NH2:1][C@H:2]([C:4]([NH:6][C@H:7]([C:10]([OH:12])=[O:11])[CH2:8][OH:9])=[O:5])[CH3:3].FC1C([O:20][C:21](=O)[C@@H:22]2[CH2:26][C@@H:25]([OH:27])[CH2:24][N:23]2C(OC(C)(C)C)=O)=C(F)C(F)=C(F)C=1F.[ClH:40]>CN(C)C=O.C(O)(C)C>[ClH:40].[OH:27][C@H:25]1[CH2:24][NH:23][C@H:22]([C:21]([NH:1][C@H:2]([C:4]([NH:6][C@H:7]([C:10]([OH:12])=[O:11])[CH2:8][OH:9])=[O:5])[CH3:3])=[O:20])[CH2:26]1 |f:5.6|. Reported procedure: N-alanylserine (1.5 kg, 8.515 M) and Boc-trans-4-hydroxy-L-proline (3.72 kg) (prepared as described in step 2) were heated at 50° C. in dimethylformamide (15 L) for 3 hours. The solution was cooled to 20° C., treated with concentrated hydrochloric acid (7.5 L) and stirred at room temperature for 24 hours. The resulting slurry was diluted with isopropanol (30 L), stirred at room temperature for 30 minutes and then cooled to 0° C. for 1 hour. The solid was collected by filtration and washed with i... The reactants are Cl.N(C(=N)N)C1=CC=C(C(=O)O)C=C1 (4-guanidinobenzoic acid hydrochloride), C1CCC(CC1)N=C=NC2CCCCC2 (DCC), CS(=O)(=O)OC1=CC2=CC=C(C=C2C=C1)C(N)=N (6-amidino-2-naphthol methanesulfonate). The solvent is N1=CC=CC=C1 (pyridine), N1=CC=CC=C1 (pyridine). Reaction conditions: time 1 hour. The product is C(O)(O)=O.N(C(=N)N)C1=CC=C(C(=O)OC2=CC3=CC=C(C=C3C=C2)C(N)=N)C=C1 (6-amidino-2-naphthyl 4-guanidinobenzoate carbonate). Yield: 183.7%. Reaction SMILES: Cl.[NH:2]([C:6]1[CH:14]=[CH:13][C:9]([C:10]([OH:12])=[O:11])=[CH:8][CH:7]=1)[C:3]([NH2:5])=[NH:4].C1CCC(N=C=NC2CCCCC2)CC1.CS([O:34][C:35]1[CH:44]=[CH:43][C:42]2[C:37](=[CH:38][CH:39]=[C:40]([C:45](=[NH:47])[NH2:46])[CH:41]=2)[CH:36]=1)(=O)=[O:32]>N1C=CC=CC=1>[C:10](=[O:11])([OH:32])[OH:12].[NH:2]([C:6]1[CH:14]=[CH:13][C:9]([C:10]([O:34][C:35]2[CH:44]=[CH:43][C:42]3[C:37](=[CH:38][CH:39]=[C:40]([C:45](=[NH:47])[NH2:46])[CH:41]=3)[CH:36]=2)=[O:11])=[CH:8][CH:7]=1)[C:3]([NH2:5])=[NH:4] |f:0.1,5.6|. Procedure: To 100 ml of pyridine, were added 8.6 g of 4-guanidinobenzoic acid hydrochloride and 9.0 g of DCC. The mixture was stirred for one hour under cooling in ice (reaction mixture A). To 100 ml of pyridine, was added 113 g of 6-amidino-2-naphthol methanesulfonate. To the mixture, while being cooled in ice and stirred, was added the reaction mixture A portionwise over a period of one hour. After completion of the addition, the resulting mixture was stirred for another hour under cooling in ice, then o... Reactants: residue, C([O-])([O-])=O.[Na+].[Na+] (sodium carbonate), [N+](=O)([O-])[O-].[NH4+].[Ce+4].[N+](=O)([O-])[O-].[N+](=O)([O-])[O-].[N+](=O)([O-])[O-].[N+](=O)([O-])[O-] (cerium (IV) ammonium nitrate), CC1=C(C2=C(C(=C1O)C)CC[C@@](O2)(C)CC/C=C(\C)/CC/C=C(\C)/CCC=C(C)C)C (alpha-tocotrienol). Run in C(C)(=O)OC(C)C (isopropyl acetate), O (water), O (water), C(C)(C)OC(C)=O (isopropylacetate), O (water). Run at temperature 0 celsius. Yields the product [N+](=O)([O-])[O-].[NH4+].[Ce+4].[N+](=O)([O-])[O-].[N+](=O)([O-])[O-].[N+](=O)([O-])[O-].[N+](=O)([O-])[O-] (cerium (IV) ammonium nitrate), C(O)([O-])=O.[Na+] (sodium hydrogen carbonate), CC1=C(C(=O)C(=C(C1=O)C)CC[C@@](C)(CC/C=C(\C)/CC/C=C(\C)/CCC=C(C)C)O)C (alpha-tocotrienol quinone). RXN SMILES: [C:1](=[O:4])([O-:3])[O-:2].[Na+:5].[Na+].[N+:7]([O-:10])([O-:9])=[O:8].[NH4+].[Ce+4:12].[N+:13]([O-:16])([O-:15])=[O:14].[N+:17]([O-:20])([O-:19])=[O:18].[N+:21]([O-:24])([O-:23])=[O:22].[N+:25]([O-:28])([O-:27])=[O:26].[CH3:29][C:30]1[C:35]([OH:36])=[C:34]([CH3:37])[C:33]2[CH2:38][CH2:39][C@:40]([CH2:43][CH2:44]/[CH:45]=[C:46](/[CH2:48][CH2:49]/[CH:50]=[C:51](/[CH2:53][CH2:54][CH:55]=[C:56]([CH3:58])[CH3:57])\[CH3:52])\[CH3:47])([CH3:42])[O:41][C:32]=2[C:31]=1[CH3:59]>C(OC(C)C)(=O)C.O>[N+:7]([O-:10])([O-:9])=[O:8].[NH4+:13].[Ce+4:12].[N+:17]([O-:20])([O-:19])=[O:18].[N+:21]([O-:24])([O-:23])=[O:22].[N+:25]([O-:28])([O-:27])=[O:26].[N+:13]([O-:16])([O-:15])=[O:14].[C:1](=[O:2])([O-:4])[OH:3].[Na+:5].[CH3:29][C:30]1[C:35](=[O:36])[C:34]([CH3:37])=[C:33]([CH2:38][CH2:39][C@:40]([OH:2])([CH2:43][CH2:44]/[CH:45]=[C:46](/[CH2:48][CH2:49]/[CH:50]=[C:51](/[CH2:53][CH2:54][CH:55]=[C:56]([CH3:58])[CH3:57])\[CH3:52])\[CH3:47])[CH3:42])[C:32](=[O:41])[C:31]=1[CH3:59] |f:0.1.2,3.4.5.6.7.8.9,13.14.15.16.17.18.19,20.21|. Reported procedure: The residue of Step 2 was dissolved in isopropyl acetate (10 vol), water (0.5 vol) was added, and the mixture was cooled to 0° C. A solution of cerium (IV) ammonium nitrate (2.74 wt) in water (3 vol) was prepared at room temperature and buffered by addition of saturated aqueous sodium carbonate solution (17.4% w/w; 0.75 vol). The buffered cerium (IV) ammonium nitrate solution was added over 30 min to the prepared mixture of alpha-tocotrienol from step 2 in isopropylacetate and water while mainta... The reactants are NC1=C(C=C(C2=C1CC(O2)(C)C)C(=O)N[C@@H]2[C@@H](CN(CC2)CCCC2(OCCO2)C)OC)Cl (cis-4-amino-5-chloro-2,3-dihydro-N-[3-methoxy-1-[3-(2-methyl-1,3-dioxolan-2-yl)propyl]-4-piperidinyl]2,2-dimethyl-7-benzofurancarboxamide), S(O)(O)(=O)=O (sulfuric acid), N (ammonia). Conditions: time 2 hour. The product is O.NC1=C(C=C(C2=C1CC(O2)(C)C)C(=O)N[C@@H]2[C@@H](CN(CC2)CCCC(C)=O)OC)Cl.NC2=C(C=C(C1=C2CC(O1)(C)C)C(=O)N[C@@H]1[C@@H](CN(CC1)CCCC(C)=O)OC)Cl (cis-4-amino-5-chloro-2,3-dihydro-N-[3-methoxy-1-(4-oxopentyl)-4-piperidinyl]-2,2-dimethyl-7-benzofurancarboxamide hemihydrate). Isolated yield 51.6%. As a reaction SMILES: [NH2:1][C:2]1[C:7]2[CH2:8][C:9]([CH3:12])([CH3:11])[O:10][C:6]=2[C:5]([C:13]([NH:15][C@H:16]2[CH2:21][CH2:20][N:19]([CH2:22][CH2:23][CH2:24][C:25]3([CH3:30])OCC[O:26]3)[CH2:18][C@H:17]2[O:31][CH3:32])=[O:14])=[CH:4][C:3]=1[Cl:33].S(=O)(=O)(O)O.N>>[OH2:10].[NH2:1][C:2]1[C:7]2[CH2:8][C:9]([CH3:11])([CH3:12])[O:10][C:6]=2[C:5]([C:13]([NH:15][C@H:16]2[CH2:21][CH2:20][N:19]([CH2:22][CH2:23][CH2:24][C:25](=[O:26])[CH3:30])[CH2:18][C@H:17]2[O:31][CH3:32])=[O:14])=[CH:4][C:3]=1[Cl:33].[NH2:1][C:2]1[C:7]2[CH2:8][C:9]([CH3:11])([CH3:12])[O:10][C:6]=2[C:5]([C:13]([NH:15][C@H:16]2[CH2:21][CH2:20][N:19]([CH2:22][CH2:23][CH2:24][C:25](=[O:26])[CH3:30])[CH2:18][C@H:17]2[O:31][CH3:32])=[O:14])=[CH:4][C:3]=1[Cl:33] |f:3.4.5|. Procedure details: A mixture of 5.4 parts of cis-4-amino-5-chloro-2,3-dihydro-N-[3-methoxy-1-[3-(2-methyl-1,3-dioxolan-2-yl)propyl]-4-piperidinyl]2,2-dimethyl-7-benzofurancarboxamide and 85 ml of an aqueous sulfuric acid solution 1% was stirred for 2 hours at reflux temperature. After cooling, the reaction mixture was basified with ammonia and extracted with dichloromethane (2×). The combined extracts were dried, filtered and evaporated. The residue was purified by column chromatography (silica gel; CH2Cl2 /CH3OH ... Reactants: Cc1cc(N)cc(C)c1SC[N+](=O)[O-], [Ca+2], O=C([O-])[O-], C1CCOC1, O, O=S(=O)(Cl)c1ccccc1. Yields the product Cc1cc(NS(=O)(=O)c2ccccc2)cc(C)c1SC[N+](=O)[O-]. Reaction SMILES: [CH3:16][c:17]1[cH:18][c:19]([NH2:20])[cH:21][c:22]([CH3:29])[c:23]1[S:24][CH2:25][N+:26](=[O:27])[O-:28].[Ca+2:1].[O-:2][C:3](=[O:4])[O-:5].[O:31]1[CH2:32][CH2:33][CH2:34][CH2:35]1.[OH2:30].[c:6]1([S:12](=[O:13])(=[O:14])[Cl:15])[cH:7][cH:8][cH:9][cH:10][cH:11]1>>[c:6]1([S:12](=[O:13])(=[O:14])[NH:20][c:19]2[cH:18][c:17]([CH3:16])[c:23]([S:24][CH2:25][N+:26](=[O:27])[O-:28])[c:22]([CH3:29])[cH:21]2)[cH:7][cH:8][cH:9][cH:10][cH:11]1. Reactants: CC(=O)O, CC(C)Oc1cc(C(F)(F)F)c2cc(C(O)(C(C)c3ccc(Oc4ccc(C#N)c(Cl)c4)cc3Cl)C(F)(F)F)ccc2n1, Cl, [Na+], [OH-]. The product is CC(c1ccc(Oc2ccc(C#N)c(Cl)c2)cc1Cl)C(O)(c1ccc2[nH]c(=O)cc(C(F)(F)F)c2c1)C(F)(F)F. As a reaction SMILES: [CH3:47][C:48](=[O:49])[OH:50].[Cl:1][c:2]1[c:3]([C:4]#[N:5])[cH:6][cH:7][c:8]([O:10][c:11]2[cH:12][c:13]([Cl:43])[c:14]([CH:17]([C:18]([C:19]([F:20])([F:21])[F:22])([c:23]3[cH:24][c:25]4[c:26]([C:37]([F:38])([F:39])[F:40])[cH:27][c:28]([O:33][CH:34]([CH3:35])[CH3:36])[n:29][c:30]4[cH:31][cH:32]3)[OH:41])[CH3:42])[cH:15][cH:16]2)[cH:9]1.[ClH:44].[Na+:46].[OH-:45]>>[Cl:1][c:2]1[c:3]([C:4]#[N:5])[cH:6][cH:7][c:8]([O:10][c:11]2[cH:12][c:13]([Cl:43])[c:14]([CH:17]([C:18]([C:19]([F:20])([F:21])[F:22])([c:23]3[cH:24][c:25]4[c:26]([C:37]([F:38])([F:39])[F:40])[cH:27][c:28](=[O:33])[nH:29][c:30]4[cH:31][cH:32]3)[OH:41])[CH3:42])[cH:15][cH:16]2)[cH:9]1. Reactants: [BH4-].[Na+] (NaBH4), OS(=O)(=O)[O-].[K+] (KHSO4), C(C=1C(C(=O)[O-])=CC=CC1)(=O)OCCC(C)CCC=C(C)C (monocitronellyl (+)-phthalate), C(C(=O)Cl)(=O)Cl (oxalyl chloride). Run in CO (methanol). Reaction conditions: time 4 hour. The product is crude product, OCC1=C(C(=O)OCCC(CCC=C(C)C)C)C=CC=C1 (3,7-dimethyl-6-octenyl 2-hydroxymethylbenzoate). As a reaction SMILES: [C:1]([O:12][CH2:13][CH2:14][CH:15]([CH2:17][CH2:18][CH:19]=[C:20]([CH3:22])[CH3:21])[CH3:16])(=[O:11])[C:2]1[C:3](=[CH:7][CH:8]=[CH:9][CH:10]=1)[C:4]([O-])=[O:5].C(Cl)(=O)C(Cl)=O.[BH4-].[Na+].OS([O-])(=O)=O.[K+]>CO>[OH:5][CH2:4][C:3]1[CH:7]=[CH:8][CH:9]=[CH:10][C:2]=1[C:1]([O:12][CH2:13][CH2:14][CH:15]([CH3:16])[CH2:17][CH2:18][CH:19]=[C:20]([CH3:22])[CH3:21])=[O:11] |f:2.3,4.5|. Procedure: 5 g (16.4 mmol) monocitronellyl (+)-phthalate was heated at reflux in 25 ml oxalyl chloride (18 eq.) for 3 h. The excess oxalyl chloride was distilled under vacuum. 5.3 g crude acid chloride was then diluted in 40 ml THF cooled to −8° under argon, and 1.87 g (3 eq.) NaBH4 was added. The reaction mixture was maintained under stirring at 0° for 4 h, then at ambient temperature for 16 h. The reaction mixture was then cooled again to 0°, and then 10 ml methanol was added dropwise. After 15 min, the ...